From a dataset of the Open Reaction Database (ORD), a public repository of structured organic reaction records. describe an organic reaction: reactants, conditions, products, and yield Starting materials: CC(C)COC(=O)Cl, ClCCl, COc1nc(C)cnc1N, c1ccncc1. Product: COc1nc(C)cnc1NC(=O)OCC(C)C. RXN SMILES: [CH2:1]([CH:2]([CH3:3])[CH3:4])[O:5][C:6](=[O:7])[Cl:8].[Cl:25][CH2:26][Cl:27].[NH2:9][c:10]1[n:11][cH:12][c:13]([CH3:18])[n:14][c:15]1[O:16][CH3:17].[cH:19]1[cH:20][cH:21][n:22][cH:23][cH:24]1>>[CH2:1]([CH:2]([CH3:3])[CH3:4])[O:5][C:6](=[O:7])[NH:9][c:10]1[n:11][cH:12][c:13]([CH3:18])[n:14][c:15]1[O:16][CH3:17].